From a dataset of the Open Reaction Database (ORD), a public repository of structured organic reaction records. describe an organic reaction: reactants, conditions, products, and yield The reactants are Cl (HCl), ClC(=O)OC(C)C (isopropyl chloroformate), C(C)[C@@H]1NC2=CC=C(N=C2[C@@H](C1)NC(C)=O)OC ((+/−)-cis-N-(2-ethyl-6-methoxy-1,2,3,4-tetrahydro-[1,5]naphthyridin-4-yl)acetamide), N1=CC=CC=C1 (pyridine). Solvent: ClCCl (dichloromethane). Conditions: time 10 minute. Product: C(C)(C)OC(=O)N1[C@H](C[C@H](C2=NC(=CC=C12)OC)NC(C)=O)CC ((+/−)-cis-4-Acetylamino-2-ethyl-6-methoxy-3,4-dihydro-2H-[1,5]naphthyridine-1-carboxylic acid isopropyl ester). Isolated yield 94.6%. Reaction SMILES: Cl[C:2]([O:4][CH:5]([CH3:7])[CH3:6])=[O:3].[CH2:8]([C@H:10]1[CH2:19][C@@H:18]([NH:20][C:21](=[O:23])[CH3:22])[C:17]2[C:12](=[CH:13][CH:14]=[C:15]([O:24][CH3:25])[N:16]=2)[NH:11]1)[CH3:9].N1C=CC=CC=1.Cl>ClCCl>[CH:5]([O:4][C:2]([N:11]1[C:12]2[C:17](=[N:16][C:15]([O:24][CH3:25])=[CH:14][CH:13]=2)[C@H:18]([NH:20][C:21](=[O:23])[CH3:22])[CH2:19][C@@H:10]1[CH2:8][CH3:9])=[O:3])([CH3:7])[CH3:6]. Procedure details: Add isopropyl chloroformate (3.10 mL, 2.82 mmol, 1.0 M in toluene) dropwise to a solution of (+/−)-cis-N-(2-ethyl-6-methoxy-1,2,3,4-tetrahydro-[1,5]naphthyridin-4-yl)acetamide (702 mg, 3.102 mmol) and pyridine (0.677 mL, 8.46 mmol) in dichloromethane (15 mL) at 0° C. under an atmosphere of nitrogen and stir at room temperature for 10 min. Add 1 M HCl and separate the layers. Extract the aqueous layer with dichloromethane. Dry the organic layers over anhydrous sodium sulfate, filter, and remove t... Reactants: BrC1=NC=C(C2=CC(=C(C=C12)OC)OC)C#N (1-bromo-6,7-dimethoxy-isoquinoline-4-carbonitrile), CSC=1C=C(C=O)C=CC1 (3-methylsulfanyl-benzaldehyde), [I-].C[NH+]1CN(C=C1)C (1,3-dimethyl-1H-imidazolium iodide), [H-].[Na+] (sodium hydride). The solvent is C(C)(=O)OCC.CCCCCC (ethyl acetate hexane), O (Water), CN(C=O)C (N,N-dimethylformamide). Run at time 1 hour. Product: COC=1C=C2C(=CN=C(C2=CC1OC)C(C1=CC(=CC=C1)SC)=O)C#N (6,7-dimethoxy-1-(3-methylsulfanyl-benzoyl)-isoquinoline-4-carbonitrile). Yield: 56.5%. Reaction SMILES: Br[C:2]1[C:11]2[C:6](=[CH:7][C:8]([O:14][CH3:15])=[C:9]([O:12][CH3:13])[CH:10]=2)[C:5]([C:16]#[N:17])=[CH:4][N:3]=1.[CH3:18][S:19][C:20]1[CH:21]=[C:22]([CH:25]=[CH:26][CH:27]=1)[CH:23]=[O:24].[I-].C[NH+]1C=CN(C)C1.[H-].[Na+]>CN(C)C=O.C(OCC)(=O)C.CCCCCC.O>[CH3:15][O:14][C:8]1[CH:7]=[C:6]2[C:11](=[CH:10][C:9]=1[O:12][CH3:13])[C:2]([C:23](=[O:24])[C:22]1[CH:25]=[CH:26][CH:27]=[C:20]([S:19][CH3:18])[CH:21]=1)=[N:3][CH:4]=[C:5]2[C:16]#[N:17] |f:2.3,4.5,7.8|. Reported procedure: To a stirred solution of 1-bromo-6,7-dimethoxy-isoquinoline-4-carbonitrile (100 mg, 0.34 mmol), 3-methylsulfanyl-benzaldehyde (104 g, 0.68 mmol) and 1,3-dimethyl-1H-imidazolium iodide (153 mg, 0.68 mmol) in N,N-dimethylformamide (3 mL) was added sodium hydride (27.3 mg, 0.68 mmol). The mixture turned black instantly. The reaction mixture was stirred at room temperature for 1 h. Water was added and the aqueous phase was extracted with dichloromethane (3×20 mL). The combined extracts were washed w... Starting materials: C(C)(=O)O (acetic acid), CN1C(=NC=C1)C=O (1-methyl-2-imidazole carboxaldehyde), C(#N)[BH3-].[Na+] (sodium cyanoborohydride), COC(C1=C(C=CC=C1)CN)=O (amino methylbenzoic acid methyl ester). Run in CO (methanol). Reaction conditions: time 3 day. The product is CN1C(=NC=C1)CN(CC=1N(C=CN1)C)CC1=CC=C(C(=O)O)C=C1 (4-{[bis(1-methyl-1H-imidazol-2-ylmethyl)amino]methyl}-benzoic acid). As a reaction SMILES: C[O:2][C:3](=[O:12])[C:4]1[CH:9]=[CH:8][CH:7]=[CH:6][C:5]=1CN.[CH3:13][N:14]1[CH:18]=[CH:17][N:16]=[C:15]1[CH:19]=O.[C:21]([BH3-])#[N:22].[Na+].[C:25](O)(=O)[CH3:26]>CO>[CH3:13][N:14]1[CH:18]=[CH:17][N:16]=[C:15]1[CH2:19][N:22]([CH2:21][C:7]1[CH:6]=[CH:5][C:4]([C:3]([OH:2])=[O:12])=[CH:9][CH:8]=1)[CH2:19][C:15]1[N:14]([CH3:13])[CH:25]=[CH:26][N:16]=1 |f:2.3|. Procedure details: Commercially available amino methylbenzoic acid methyl ester (manufactured by Tokyo Kasei Kogyo Co., Ltd.) (278 mg) was dissolved in methanol (9 ml). Then, the solution was added with 1-methyl-2-imidazole carboxaldehyde (manufactured by Aldrich Corporation) (407 mg) and sodium cyanoborohydride (317 mg), and then adjusted to about pH 5 with acetic acid, followed by stirring at room temperature for 3 days. After completion of the reaction, the solvent was distilled off and the residue was then dis... Reactants: [Br-], CON(C)C(=O)C(CC1CCOCC1)c1ccc(S(=O)(=O)C2CC2)cc1, C=C[Mg+], Cl, C1CCOC1. The product is C=CC(=O)C(CC1CCOCC1)c1ccc(S(=O)(=O)C2CC2)cc1. RXN SMILES: [Br-:27].[CH:1]1([S:4](=[O:5])(=[O:6])[c:7]2[cH:8][cH:9][c:10]([CH:13]([C:14](=[O:15])[N:16]([O:17][CH3:18])[CH3:19])[CH2:20][CH:21]3[CH2:22][CH2:23][O:24][CH2:25][CH2:26]3)[cH:11][cH:12]2)[CH2:2][CH2:3]1.[CH:28](=[CH2:29])[Mg+:30].[ClH:31].[O:32]1[CH2:33][CH2:34][CH2:35][CH2:36]1>>[CH:1]1([S:4](=[O:5])(=[O:6])[c:7]2[cH:8][cH:9][c:10]([CH:13]([C:14](=[O:15])[CH:28]=[CH2:29])[CH2:20][CH:21]3[CH2:22][CH2:23][O:24][CH2:25][CH2:26]3)[cH:11][cH:12]2)[CH2:2][CH2:3]1. The reactants are CC(C)(C)OC(=O)NC(C(=O)Nc1cc2[nH]c(Cl)c3cn[nH]c(=O)c(c1)c23)C1CCCCC1, Cl, C1COCCO1. Product: NC(C(=O)Nc1cc2[nH]c(Cl)c3cn[nH]c(=O)c(c1)c23)C1CCCCC1. Reaction SMILES: [C:1]([O:2][C:3](=[O:4])[NH:7][CH:8]([CH:9]1[CH2:10][CH2:11][CH2:12][CH2:13][CH2:14]1)[C:15]([NH:16][c:17]1[cH:18][c:19]2[c:20]3[c:21]([c:22]([Cl:26])[nH:23][c:24]3[cH:25]1)[cH:27][n:28][nH:29][c:30]2=[O:31])=[O:32])([CH3:5])([CH3:6])[CH3:33].[ClH:34].[O:35]1[CH2:36][CH2:37][O:38][CH2:39][CH2:40]1>>[NH2:7][CH:8]([CH:9]1[CH2:10][CH2:11][CH2:12][CH2:13][CH2:14]1)[C:15]([NH:16][c:17]1[cH:18][c:19]2[c:20]3[c:21]([c:22]([Cl:26])[nH:23][c:24]3[cH:25]1)[cH:27][n:28][nH:29][c:30]2=[O:31])=[O:32]. Reactants: CC(CO)(C)[N+](=O)[O-] (2-methyl-2-nitro-1-propanol), Ag2O, C(C1=CC=CC=C1)Br (benzyl bromide). The solvent is CN(C)C=O (DMF). Conditions: time 48 hour. The product is CC(COCC1=CC=CC=C1)(C)[N+](=O)[O-] (2-methyl-2-nitro-1-benzyloxypropane). Isolated yield 15.2%. Reaction SMILES: [CH3:1][C:2]([N+:6]([O-:8])=[O:7])([CH3:5])[CH2:3][OH:4].[CH2:9](Br)[C:10]1[CH:15]=[CH:14][CH:13]=[CH:12][CH:11]=1>CN(C=O)C>[CH3:1][C:2]([N+:6]([O-:8])=[O:7])([CH3:5])[CH2:3][O:4][CH2:9][C:10]1[CH:15]=[CH:14][CH:13]=[CH:12][CH:11]=1. Procedure: To a suspension of 2-methyl-2-nitro-1-propanol (2.3975 g, 20.13 mmol) and Ag2O (4.6385 g, 20.02 mmol) in DMF (25 ml) was added benzyl bromide (2.65ml, 22.28 mmol) and stirred for 48 hours. The mixture was filtered and the filtrate was added to 5% KHSO4 aqueous solution, extracted three times with ethyl acetate/hexane=1/1 and dried over MgSO4. The mixture was concentrated and purified by silica gel chromatography (toluene) to give the title compound (639.4 mg; 15%). The reactants are CC(C)C(=O)Cl, Cl, CC1=C(C#N)C(c2ccc(C#N)cc2)n2nc(N)nc2N1c1cccc(C(F)(F)F)c1, c1ccncc1. Product: CC1=C(C#N)C(c2ccc(C#N)cc2)n2nc(NC(=O)C(C)C)nc2N1c1cccc(C(F)(F)F)c1. Reaction SMILES: [C:33]([CH:34]([CH3:35])[CH3:36])(=[O:37])[Cl:38].[ClH:1].[NH2:2][c:3]1[n:4][n:5]2[c:6]([n:32]1)[N:7]([c:22]1[cH:23][c:24]([C:28]([F:29])([F:30])[F:31])[cH:25][cH:26][cH:27]1)[C:8]([CH3:21])=[C:9]([C:19]#[N:20])[CH:10]2[c:11]1[cH:12][cH:13][c:14]([C:17]#[N:18])[cH:15][cH:16]1.[cH:39]1[cH:40][cH:41][n:42][cH:43][cH:44]1>>[NH:2]([c:3]1[n:4][n:5]2[c:6]([n:32]1)[N:7]([c:22]1[cH:23][c:24]([C:28]([F:29])([F:30])[F:31])[cH:25][cH:26][cH:27]1)[C:8]([CH3:21])=[C:9]([C:19]#[N:20])[CH:10]2[c:11]1[cH:12][cH:13][c:14]([C:17]#[N:18])[cH:15][cH:16]1)[C:33]([CH:34]([CH3:35])[CH3:36])=[O:37]. The reactants are CC(C)(C)OC(=O)N1CCC(COCCCO)CC1, C1CCOC1, O=C1NC(=O)c2ccccc21, c1ccc(P(c2ccccc2)c2ccccc2)cc1. The product is CC(C)(C)OC(=O)N1CCC(COCCCN2C(=O)c3ccccc3C2=O)CC1. RXN SMILES: [C:1]([CH3:2])([CH3:3])([CH3:4])[O:5][C:6](=[O:7])[N:8]1[CH2:9][CH2:10][CH:11]([CH2:14][O:15][CH2:16][CH2:17][CH2:18][OH:19])[CH2:12][CH2:13]1.[CH2:50]1[O:51][CH2:52][CH2:53][CH2:54]1.[O:20]=[C:21]1[NH:22][C:23](=[O:24])[c:25]2[cH:26][cH:27][cH:28][cH:29][c:30]21.[c:31]1([P:32]([c:33]2[cH:34][cH:35][cH:36][cH:37][cH:38]2)[c:39]2[cH:40][cH:41][cH:42][cH:43][cH:44]2)[cH:45][cH:46][cH:47][cH:48][cH:49]1>>[C:1]([CH3:2])([CH3:3])([CH3:4])[O:5][C:6](=[O:7])[N:8]1[CH2:9][CH2:10][CH:11]([CH2:14][O:15][CH2:16][CH2:17][CH2:18][N:22]2[C:21](=[O:20])[c:30]3[c:25]([cH:26][cH:27][cH:28][cH:29]3)[C:23]2=[O:24])[CH2:12][CH2:13]1.